From a dataset of the Open Reaction Database (ORD), a public repository of structured organic reaction records. describe an organic reaction: reactants, conditions, products, and yield As a reaction SMILES: [Br:1][C:2]1[CH:7]=[C:6]([F:8])[CH:5]=[CH:4][C:3]=1[C@H:9]1[C:14]([C:15]([O:17][CH3:18])=[O:16])=[C:13]([CH2:19]Br)[NH:12][C:11]([C:21]2[S:22][CH:23]=[CH:24][N:25]=2)=[N:10]1.[CH:26]12[NH:37][CH:30]([CH:31]([CH2:33][C:34]([OH:36])=[O:35])[CH2:32]1)[CH2:29][O:28][CH2:27]2>>[Br:1][C:2]1[CH:7]=[C:6]([F:8])[CH:5]=[CH:4][C:3]=1[C@H:9]1[C:14]([C:15]([O:17][CH3:18])=[O:16])=[C:13]([CH2:19][N:37]2[C@H:30]3[C@H:31]([CH2:33][C:34]([OH:36])=[O:35])[CH2:32][C@@H:26]2[CH2:27][O:28][CH2:29]3)[NH:12][C:11]([C:21]2[S:22][CH:23]=[CH:24][N:25]=2)=[N:10]1. Procedure: The title compound was prepared in analogy to compound 1a in Example 1 starting from methyl (4R)-4-(2-bromo-4-fluoro-phenyl)-6-(bromomethyl)-2-thiazol-2-yl-1,4-dihydropyrimidine-5-carboxylate 53a (73 mg, 0.15 mmol) and 2-(3-oxa-8-azabicyclo[3.2.1]octan-6-yl)acetic acid (121 mg, 0.7 mmol) 64c. 21 mg of the title compound was isolated by preparative HPLC as a yellow powder (yield was 16%). The yield is 16.0%. Reactants: compound 1a, BrC1=C(C=CC(=C1)F)[C@@H]1N=C(NC(=C1C(=O)OC)CBr)C=1SC=CN1 (methyl (4R)-4-(2-bromo-4-fluoro-phenyl)-6-(bromomethyl)-2-thiazol-2-yl-1,4-dihydropyrimidine-5-carboxylate), C12COCC(C(C1)CC(=O)O)N2 (2-(3-oxa-8-azabicyclo[3.2.1]octan-6-yl)acetic acid), 64c. Product: BrC1=C(C=CC(=C1)F)[C@@H]1N=C(NC(=C1C(=O)OC)CN1[C@H]2COC[C@@H]1[C@@H](C2)CC(=O)O)C=2SC=CN2 (2-[(1R,5S,6S)-8-[[(4R)-4-(2-bromo-4-fluoro-phenyl)-5-methoxycarbonyl-2-thiazol-2-yl-1,4-dihydropyrimidin-6-yl]methyl]-3-oxa-8-azabicyclo[3.2.1]octan-6-yl]acetic acid), powder. Reactants: ClC1=CC(=NC(=N1)N1CCOCC1)OCC(C)(O)C (1-(6-chloro-2-morpholin-4-yl-pyrimidin-4-yloxy)-2-methyl-propan-2-ol), NN (hydrazine). Solvent: O1CCOCC1 (dioxane). The product is N(N)C1=CC(=NC(=N1)N1CCOCC1)OCC(C)(O)C (1-(6-hydrazino-2-morpholin-4-yl-pyrimidin-4-yloxy)-2-methyl-propan-2-ol). RXN SMILES: Cl[C:2]1[N:7]=[C:6]([N:8]2[CH2:13][CH2:12][O:11][CH2:10][CH2:9]2)[N:5]=[C:4]([O:14][CH2:15][C:16]([CH3:19])([OH:18])[CH3:17])[CH:3]=1.[NH2:20][NH2:21]>O1CCOCC1>[NH:20]([C:2]1[N:7]=[C:6]([N:8]2[CH2:13][CH2:12][O:11][CH2:10][CH2:9]2)[N:5]=[C:4]([O:14][CH2:15][C:16]([CH3:19])([OH:18])[CH3:17])[CH:3]=1)[NH2:21]. Reported procedure: 1-(6-chloro-2-morpholin-4-yl-pyrimidin-4-yloxy)-2-methyl-propan-2-ol (2.58 g) was dissolved in dioxane (50 mL) and hydrazine (3 mL) was added. The solution was heated to reflux for one hour, at which point the solvent was evaporated. The solid was dissolved in dichloromethane (200 mL) and washed with 10% sodium carbonate (10 mL). The organic layer was dried over magnesium sulfate and evaporated to give 1-(6-hydrazino-2-morpholin-4-yl-pyrimidin-4-yloxy)-2-methyl-propan-2-ol, which was used withou... Starting materials: [H-].[Na+] (sodium hydride), CC1C(=NNC(S1)=O)C=1C=C2C(C(NC2=CC1)=O)(C)C (5-(3,6-dihydro-6-methyl-2-oxo-2H-1,3,4-thiadiazin-5-yl)-1,3-dihydro-3,3-dimethyl-2H-indol-2-one), ClC(C(=O)N=C=O)(Cl)Cl (trichloroacetyl isocyanate). Solvent: CN(C)C=O (DMF), C(Cl)Cl (methylene chloride). Reaction conditions: temperature 0 celsius, time 0.5 hour. Yields the product CC1C(=NNC(S1)=O)C=1C=C2C(C(N(C2=CC1)C(=O)N)=O)(C)C (2,3-Dihydro-5-(3,6-dihydro-6-methyl-2-oxo-2H-1,3,4-thiadiazin-5-yl)-3,3-dimethyl-2-oxo-1H-indole-1-carboxamide). Yield: 22.3%. Reaction SMILES: [CH3:1][CH:2]1[S:7][C:6](=[O:8])[NH:5][N:4]=[C:3]1[C:9]1[CH:10]=[C:11]2[C:15](=[CH:16][CH:17]=1)[NH:14][C:13](=[O:18])[C:12]2([CH3:20])[CH3:19].[H-].[Na+].ClC(Cl)(Cl)[C:25]([N:27]=C=O)=[O:26]>CN(C=O)C.C(Cl)Cl>[CH3:1][CH:2]1[S:7][C:6](=[O:8])[NH:5][N:4]=[C:3]1[C:9]1[CH:10]=[C:11]2[C:15](=[CH:16][CH:17]=1)[N:14]([C:25]([NH2:27])=[O:26])[C:13](=[O:18])[C:12]2([CH3:19])[CH3:20] |f:1.2|. Procedure details: 1.45 g (5 mmol) 5-(3,6-dihydro-6-methyl-2-oxo-2H-1,3,4-thiadiazin-5-yl)-1,3-dihydro-3,3-dimethyl-2H-indol-2-one (Example 3) in 30 ml DMF were cooled to 0° C. 0.12 g (5 mmol) sodium hydride from a 55% dispension in mineral oil was added and the mixture was stirred for 0.5 hr at 0° C. then 0.5 hr at 20° C. After cooling to 0° C. a solution of 1 g trichloroacetyl isocyanate in 5 ml dry methylene chloride was added dropwise. The reactional mixture was stirred at room temperature overnight. The solve... Reactants: F[B-](F)(F)F, ClC(Cl)(Cl)Cl, Cc1ccccc1, N#[N+]c1cc(F)ccc1Cl, O=C(OC(=O)C(F)(F)F)C(F)(F)F, CC(C)(C)OC(=O)N1CC=CC1, CC(=O)[O-], CC(=O)[O-], O, [Pd+2], Cc1cccc(C)n1. Yields the product CC(C)(C)OC(=O)N1C=CC(c2cc(F)ccc2Cl)C1. RXN SMILES: [B-:13]([F:14])([F:15])([F:16])[F:17].[C:50]([Cl:51])([Cl:52])([Cl:53])[Cl:54].[CH3:55][c:56]1[cH:57][cH:58][cH:59][cH:60][cH:61]1.[Cl:18][c:19]1[c:20]([N+:26]#[N:27])[cH:21][c:22]([F:25])[cH:23][cH:24]1.[F:36][C:37]([F:38])([F:39])[C:40]([O:41][C:42](=[O:43])[C:44]([F:45])([F:46])[F:47])=[O:48].[N:1]1([C:6](=[O:7])[O:8][C:9]([CH3:10])([CH3:11])[CH3:12])[CH2:2][CH:3]=[CH:4][CH2:5]1.[O-:63][C:64]([CH3:65])=[O:66].[O-:67][C:68]([CH3:69])=[O:70].[OH2:49].[Pd+2:62].[n:28]1[c:29]([CH3:30])[cH:31][cH:32][cH:33][c:34]1[CH3:35]>>[N:1]1([C:6](=[O:7])[O:8][C:9]([CH3:10])([CH3:11])[CH3:12])[CH2:2][CH:3]([c:20]2[c:19]([Cl:18])[cH:24][cH:23][c:22]([F:25])[cH:21]2)[CH:4]=[CH:5]1. Starting materials: C(C1=CC=CC=C1)OC=1C=C2C=3CC(CCC3NC2=CC1)N (6-benzyloxy-3-amino-1,2,3,4-tetrahydro-9H-carbazole), [H][H] (hydrogen), [H][H] (hydrogen). Reagents/catalysts: [Ni] (Raney Nickel). The solvent is C(C)O (ethanol). Reaction conditions: time 18 hour. Product: OC=1C=C2C=3CC(CCC3NC2=CC1)N (6-hydroxy-3-amino-1,2,3,4-tetrahydro-9H-carbazole). Yield: 55.6%. RXN SMILES: C([O:8][C:9]1[CH:10]=[C:11]2[C:19](=[CH:20][CH:21]=1)[NH:18][C:17]1[CH2:16][CH2:15][CH:14]([NH2:22])[CH2:13][C:12]2=1)C1C=CC=CC=1.[H][H]>C(O)C.[Ni]>[OH:8][C:9]1[CH:10]=[C:11]2[C:19](=[CH:20][CH:21]=1)[NH:18][C:17]1[CH2:16][CH2:15][CH:14]([NH2:22])[CH2:13][C:12]2=1. Procedure details: To a solution of 0.871 gm (2.98 mMol) 6-benzyloxy-3-amino-1,2,3,4-tetrahydro-9H-carbazole in 200 mL ethanol were added about 2.0 gm Raney Nickel and hydrogen introduced to the reaction mixture under balloon pressure. After stirring for 18 hours at room temperature the balloon was refilled with hydrogen and the reaction stirred an additional 3 days at room temperature. The reaction mixture was filtered and the filtrate concentrated under reduced pressure to give a colorless solid. The residual so... Reactants: FC(S(=O)C1=CN(C2=CC(=CC=C2C1=O)F)C)F (3-difluoromethylsulfinyl-7-fluoro-1-methyl-4-quinolone), FC1=CC=C2C(C(=CN(C2=C1)C)SCF)=O (7-fluoro-3-fluoromethylthio-1-methyl-4-quinolone). Product: FC(SC1=CN(C2=CC(=CC=C2C1=O)F)C)F (3-difluoromethylthio-7-fluoro-1-methyl-4-quinolone). RXN SMILES: [F:1][CH:2]([F:18])[S:3]([C:5]1[C:14](=[O:15])[C:13]2[C:8](=[CH:9][C:10]([F:16])=[CH:11][CH:12]=2)[N:7]([CH3:17])[CH:6]=1)=O.FC1C=C2C(C(=O)C(SCF)=CN2C)=CC=1>>[F:18][CH:2]([F:1])[S:3][C:5]1[C:14](=[O:15])[C:13]2[C:8](=[CH:9][C:10]([F:16])=[CH:11][CH:12]=2)[N:7]([CH3:17])[CH:6]=1. Procedure: In one embodiment, the present invention contemplates methods of synthesis of difluoroflosequinan (3-difluoromethylsulfinyl-7-fluoro-1-methyl-4-quinolone). In one embodiment, a second fluorine atom is introduced onto a side chain of 7-fluoro-3-fluoromethylthio-1-methyl-4-quinolone, to produce 3-difluoromethylthio-7-fluoro-1-methyl-4-quinolone, which is subsequently oxidized to produce 3-difluoromethylsulfinyl-7-fluoro-1-methyl-4-quinolone. In one embodiment, the method comprises: a) providing (i... The reactants are C[C@@H]1CN(CCN1C)C=1C=CC(=NC1)NC1=CC(=CN(C1=O)C)C=1C(=C(C=C(C1)F)N1C(C=2N(C=3CCCCC3C2)CC1)=O)CO ((R)-2-(3-(5-(5-(3,4-dimethylpiperazin-1-yl)pyridin-2-ylamino)-1-methyl-6-oxo-1,6-dihydropyridin-3-yl)-5-fluoro-2-(hydroxymethyl)-phenyl)-3,4,6,7,8,9-hexahydropyrazino[1,2-a]indol-1(2H)-one), C(C)(=O)OCC1=C(C=C(C=C1N1C(C=2N(C=3CCCCC3C2)CC1)=O)F)C1=CN(C(C(=C1)NC1=NC=C(C=C1)N1[C@@H](CN(CC1)C)C)=O)C ((R)-2-(5-(5-(2,4-Dimethylpiperazin-1-yl)pyridin-2-ylamino)-1-methyl-6-oxo-1,6-dihydropyridin-3-yl)-4-fluoro-6-(1-oxo-3,4,6,7,8,9-hexahydropyrazino[1,2-a]indol-2(1H)-yl)benzyl acetate), [OH-].[Li+] (lithium hydroxide). Yields the product C[C@H]1N(CCN(C1)C)C=1C=CC(=NC1)NC1=CC(=CN(C1=O)C)C=1C(=C(C=C(C1)F)N1C(C=2N(C=3CCCCC3C2)CC1)=O)CO ((R)-2-(3-(5-(5-(2,4-dimethylpiperazin-1-yl)pyridin-2-ylamino)-1-methyl-6-oxo-1,6-dihydropyridin-3-yl)-5-fluoro-2-(hydroxymethyl)phenyl)-3,4,6,7,8,9-hexahydropyrazino[1,2-a]indol-1(2H)-one). Yield: 48.6%. RXN SMILES: C[C@H]1N(C)CCN(C2C=CC(NC3C(=O)N(C)C=C(C4C(CO)=C(N5CCN6C7CCCCC=7C=C6C5=O)C=C(F)C=4)C=3)=NC=2)C1.C([O:50][CH2:51][C:52]1[C:57]([N:58]2[CH2:70][CH2:69][N:61]3[C:62]4[CH2:63][CH2:64][CH2:65][CH2:66][C:67]=4[CH:68]=[C:60]3[C:59]2=[O:71])=[CH:56][C:55]([F:72])=[CH:54][C:53]=1[C:73]1[CH:78]=[C:77]([NH:79][C:80]2[CH:85]=[CH:84][C:83]([N:86]3[CH2:91][CH2:90][N:89]([CH3:92])[CH2:88][C@H:87]3[CH3:93])=[CH:82][N:81]=2)[C:76](=[O:94])[N:75]([CH3:95])[CH:74]=1)(=O)C.[OH-].[Li+]>>[CH3:93][C@@H:87]1[CH2:88][N:89]([CH3:92])[CH2:90][CH2:91][N:86]1[C:83]1[CH:84]=[CH:85][C:80]([NH:79][C:77]2[C:76](=[O:94])[N:75]([CH3:95])[CH:74]=[C:73]([C:53]3[C:52]([CH2:51][OH:50])=[C:57]([N:58]4[CH2:70][CH2:69][N:61]5[C:62]6[CH2:63][CH2:64][CH2:65][CH2:66][C:67]=6[CH:68]=[C:60]5[C:59]4=[O:71])[CH:56]=[C:55]([F:72])[CH:54]=3)[CH:78]=2)=[N:81][CH:82]=1 |f:2.3|. Procedure: Following the procedures as described for compound 108, hydrolysis of 109f (337 mg, 0.5 mmol) with lithium hydroxide gave 109 as a yellow solid (152 mg, 48%). LCMS: (M+H)+ 626. 1H NMR (500 MHz, DMSO) δ 8.57 (t, J=2.5, 1H), 8.39 (s, 1H), 7.83 (d, J=3.0, 1H), 7.31-7.36 (m, 3H), 7.23 (d, J=9.0, 1H), 7.17-7.20 (m, 1H), 6.53 (s, 1H), 4.86-4.88 (m, 1H), 4.32 (d, J=4.5, 2H), 4.09-4.20 (m, 3H), 3.87-3.91 (m, 1H), 3.66 (s, 1H), 3.59 (s, 3H), 3.04-3.08 (m, 1H), 2.90-2.94 (m, 1H), 2.57-2.65 (m, 3H), 2.47 (... Starting materials: FC(C=1C=C(C=CC1)CC#N)(F)F ((3-trifluoromethylphenyl)-acetonitrile), COCC(=O)OC (methyl methoxyacetate), [H][H] (hydrogen), O (water). The solvent is C(C)O (ethanol). Yields the product FC(C=1C=C(C=CC1)C(C#N)C(COC)=O)(F)F ((3-Trifluoromethylphenyl)-methoxyacetyl-acetonitrile). The yield is 88.5%. RXN SMILES: [H][H].[F:3][C:4]([F:15])([F:14])[C:5]1[CH:6]=[C:7]([CH2:11][C:12]#[N:13])[CH:8]=[CH:9][CH:10]=1.[CH3:16][O:17][CH2:18][C:19](OC)=[O:20].O>C(O)C>[F:3][C:4]([F:14])([F:15])[C:5]1[CH:6]=[C:7]([CH:11]([C:19](=[O:20])[CH2:18][O:17][CH3:16])[C:12]#[N:13])[CH:8]=[CH:9][CH:10]=1. Procedure details: In this example 5.6 grams of metallic sodium was added to 120 ml of anhydrous ethanol at room temperature under a nitrogen atmosphere resulting in the evolution of hydrogen. After evolution of hydrogen was completed a mixture containing 30 g of (3-trifluoromethylphenyl)-acetonitrile and 18.5 g of methyl methoxyacetate in anhydrous ethanol was added and the resulting mixture refluxed for 3 to 4 hours. The mixture was then added to 300 ml of water and extracted three times with petroleum ether. Th... Starting materials: OCC=1N(C=2C(=NC=CC2)N1)C (2-hydroxymethyl-1-methylimidazo[4,5-b]pyridine), N(=NC(=O)N1CCCCC1)C(=O)N1CCCCC1 (1,1'-(azodicarbonyl)dipiperidine), OC1=CC=C(CC2C(N(C(S2)=O)C(C2=CC=CC=C2)(C2=CC=CC=C2)C2=CC=CC=C2)=O)C=C1 (5-(4-hydroxybenzyl)-3-tri-phenylmethylthiazolidine-2,4-dione), C(CCC)P(CCCC)CCCC (tributylphosphine). Solvent: O1CCOCC1 (1,4-dioxane). Product: CN1C(=NC2=NC=CC=C21)COC2=CC=C(CC1C(N(C(S1)=O)C(C1=CC=CC=C1)(C1=CC=CC=C1)C1=CC=CC=C1)=O)C=C2 (5-{4-(1-Methylimidazo[4.5-b]pyridin-2-ylmethoxy)benzyl}-3-triphenylmethylthiazolidine-2,4-dione). As a reaction SMILES: [OH:1][CH2:2][C:3]1[N:4]([CH3:12])[C:5]2[C:6]([N:11]=1)=[N:7][CH:8]=[CH:9][CH:10]=2.O[C:14]1[CH:46]=[CH:45][C:17]([CH2:18][CH:19]2[S:23][C:22](=[O:24])[N:21]([C:25]([C:38]3[CH:43]=[CH:42][CH:41]=[CH:40][CH:39]=3)([C:32]3[CH:37]=[CH:36][CH:35]=[CH:34][CH:33]=3)[C:26]3[CH:31]=[CH:30][CH:29]=[CH:28][CH:27]=3)[C:20]2=[O:44])=[CH:16][CH:15]=1.C(P(CCCC)CCCC)CCC.N(C(N1CCCCC1)=O)=NC(N1CCCCC1)=O>O1CCOCC1>[CH3:12][N:4]1[C:5]2[C:6](=[N:7][CH:8]=[CH:9][CH:10]=2)[N:11]=[C:3]1[CH2:2][O:1][C:14]1[CH:46]=[CH:45][C:17]([CH2:18][CH:19]2[S:23][C:22](=[O:24])[N:21]([C:25]([C:38]3[CH:43]=[CH:42][CH:41]=[CH:40][CH:39]=3)([C:32]3[CH:33]=[CH:34][CH:35]=[CH:36][CH:37]=3)[C:26]3[CH:31]=[CH:30][CH:29]=[CH:28][CH:27]=3)[C:20]2=[O:44])=[CH:16][CH:15]=1. Procedure: A procedure similar to that described in Preparation 4 was repeated, except that 2.5 g of 2-hydroxymethyl-1-methylimidazo[4,5-b]pyridine (prepared as described in Preparation 30), 6.5 g of 5-(4-hydroxybenzyl)-3-tri-phenylmethylthiazolidine-2,4-dione, 3.47 ml of tributylphosphine, 3.52 g of 1,1'-(azodicarbonyl)dipiperidine and 250 ml of 1,4-dioxane were used, to give the title compound as a crude product. This crude product was purified by column chromatography through silica gel, using a gradien... Starting materials: Brc1cncnc1, O=C([O-])[O-], [Cu]I, CC(C)N1CCC(Oc2ccc3[nH]c(C(=O)N4CCC(F)(F)CC4)cc3c2)CC1, [K+], [K+], NC1CCCCC1N, C1COCCO1. Yields the product CC(C)N1CCC(Oc2ccc3c(c2)cc(C(=O)N2CCC(F)(F)CC2)n3-c2cncnc2)CC1. As a reaction SMILES: [Br:30][c:31]1[cH:32][n:33][cH:34][n:35][cH:36]1.[C:45](=[O:46])([O-:47])[O-:48].[Cu:57][I:58].[F:1][C:2]1([F:29])[CH2:3][CH2:4][N:5]([C:8](=[O:9])[c:10]2[nH:11][c:12]3[cH:13][cH:14][c:15]([O:19][CH:20]4[CH2:21][CH2:22][N:23]([CH:26]([CH3:27])[CH3:28])[CH2:24][CH2:25]4)[cH:16][c:17]3[cH:18]2)[CH2:6][CH2:7]1.[K+:49].[K+:50].[NH2:37][CH:38]1[CH2:39][CH2:40][CH2:41][CH2:42][CH:43]1[NH2:44].[O:51]1[CH2:52][CH2:53][O:54][CH2:55][CH2:56]1>>[F:1][C:2]1([F:29])[CH2:3][CH2:4][N:5]([C:8](=[O:9])[c:10]2[n:11](-[c:31]3[cH:32][n:33][cH:34][n:35][cH:36]3)[c:12]3[cH:13][cH:14][c:15]([O:19][CH:20]4[CH2:21][CH2:22][N:23]([CH:26]([CH3:27])[CH3:28])[CH2:24][CH2:25]4)[cH:16][c:17]3[cH:18]2)[CH2:6][CH2:7]1.